Dataset: the Open Reaction Database (ORD), a public repository of structured organic reaction records. Task: describe an organic reaction: reactants, conditions, products, and yield Reactants: O=C([O-])O, ClCCl, CCOC(C)=O, Cl, CON=Cc1cc(C(=O)Cl)cc(Cl)c1N, CCC(C)(N)C(=O)CCl, [Na+], O. Product: CCC(C)(NC(=O)c1cc(Cl)c(N)c(C=NOC)c1)C(=O)CCl. RXN SMILES: [C:12](=[O:13])([OH:14])[O-:15].[CH2:38]([Cl:39])[Cl:40].[CH3:32][CH2:33][O:34][C:35](=[O:36])[CH3:37].[ClH:1].[NH2:17][c:18]1[c:19]([Cl:31])[cH:20][c:21]([C:22](=[O:23])[Cl:24])[cH:25][c:26]1[CH:27]=[N:28][O:29][CH3:30].[NH2:2][C:3]([C:4]([CH2:5][Cl:6])=[O:7])([CH2:8][CH3:9])[CH3:10].[Na+:16].[OH2:11]>>[NH:2]([C:3]([C:4]([CH2:5][Cl:6])=[O:7])([CH2:8][CH3:9])[CH3:10])[C:22]([c:21]1[cH:20][c:19]([Cl:31])[c:18]([NH2:17])[c:26]([CH:27]=[N:28][O:29][CH3:30])[cH:25]1)=[O:23].